Dataset: the Open Reaction Database (ORD), a public repository of structured organic reaction records. Task: describe an organic reaction: reactants, conditions, products, and yield Reactants: ClC1=NC(=NC2=CC(=CC=C12)C(F)(F)F)C1=CC=C(C=C1)Cl (4-chloro-2-(4-chloro-phenyl)-7-trifluoromethylquinazoline), C(C)N (ethylamine). The solvent is C1CCOC1 (THF), C1CCOC1 (THF). Reaction conditions: time 1 hour. The product is ClC1=CC=C(C=C1)C1=NC2=CC(=CC=C2C(=N1)CCN)C(F)(F)F ([2-(4-Chloro-phenyl)-7-trifluoromethyl-quinazolin-4-yl]ethylamine). Reaction SMILES: Cl[C:2]1[C:11]2[C:6](=[CH:7][C:8]([C:12]([F:15])([F:14])[F:13])=[CH:9][CH:10]=2)[N:5]=[C:4]([C:16]2[CH:21]=[CH:20][C:19]([Cl:22])=[CH:18][CH:17]=2)[N:3]=1.[CH2:23]([NH2:25])[CH3:24]>C1COCC1>[Cl:22][C:19]1[CH:20]=[CH:21][C:16]([C:4]2[N:3]=[C:2]([CH2:24][CH2:23][NH2:25])[C:11]3[C:6](=[CH:7][C:8]([C:12]([F:15])([F:13])[F:14])=[CH:9][CH:10]=3)[N:5]=2)=[CH:17][CH:18]=1. Reported procedure: To a stirred solution of 4-chloro-2-(4-chloro-phenyl)-7-trifluoromethylquinazoline (52.0 g, 0.15 mol) in THF (400 mL) at 0° C. was added dropwise a solution of ethylamine (0.45 mol, 230 mL, 2 M in THF. The ice-bath was then removed and the reaction mixture was allowed to stir at room temperature for 1 h. The reaction mixture was concentrated under reduced pressure then partitioned between ethyl acetate (400 mL) and water (400 mL) removing any undissolved solid by vacuum filtration. The filtrate ... Reactants: CCOC(=O)CP(=O)(OCC)OCC, CCCc1ccc(-c2ccc(C=O)cc2)cc1, Cc1ccccc1, CC[O-], CCO, [Na+], O. Product: CCCc1ccc(-c2ccc(CCC(=O)OCC)cc2)cc1. Reaction SMILES: [CH2:18]([O:19][P:20]([O:21][CH2:22][CH3:23])(=[O:24])[CH2:26][C:27](=[O:28])[O:29][CH2:30][CH3:31])[CH3:25].[CH2:1]([CH2:2][CH3:3])[c:4]1[cH:5][cH:6][c:7](-[c:10]2[cH:11][cH:12][c:13]([CH:16]=[O:17])[cH:14][cH:15]2)[cH:8][cH:9]1.[CH3:32][c:33]1[cH:34][cH:35][cH:36][cH:37][cH:38]1.[CH3:40][CH2:41][O-:42].[CH3:43][CH2:44][OH:45].[Na+:39].[OH2:46]>>[CH2:1]([CH2:2][CH3:3])[c:4]1[cH:5][cH:6][c:7](-[c:10]2[cH:11][cH:12][c:13]([CH2:16][CH2:26][C:27](=[O:28])[O:29][CH2:30][CH3:31])[cH:14][cH:15]2)[cH:8][cH:9]1. Solvent: Cl (HCl), CO (methanol). Procedure details: 0.54 g of 4-{5-[(5S)-5-(acetylamino-methyl)-2-oxo-oxazolidin-3-yl]-pyridin-2-yl}-piperazine-1-carboxylic acid tert-butyl ester (1.28 mmol) was dissolved in a 1.25 M HCl solution in methanol. The solution was stirred and the reaction monitored by TLC. The methanol was evaporated, the residue dissolved in water, neutralized with sodium bicarbonate and the water evaporated to dryness. The residue was digested in a 9/1 dichloromethane/methanol. The insoluble salt was filtered off, the filtrate evapo... Reaction SMILES: C(OC([N:8]1[CH2:13][CH2:12][N:11]([C:14]2[CH:19]=[CH:18][C:17]([N:20]3[CH2:24][C@H:23]([CH2:25][NH:26][C:27](=[O:29])[CH3:28])[O:22][C:21]3=[O:30])=[CH:16][N:15]=2)[CH2:10][CH2:9]1)=O)(C)(C)C>Cl.CO>[O:30]=[C:21]1[N:20]([C:17]2[CH:16]=[N:15][C:14]([N:11]3[CH2:10][CH2:9][NH:8][CH2:13][CH2:12]3)=[CH:19][CH:18]=2)[CH2:24][C@H:23]([CH2:25][NH:26][C:27](=[O:29])[CH3:28])[O:22]1. Reactants: C(C)(C)(C)OC(=O)N1CCN(CC1)C1=NC=C(C=C1)N1C(O[C@H](C1)CNC(C)=O)=O (4-{5-[(5S)-5-(acetylamino-methyl)-2-oxo-oxazolidin-3-yl]-pyridin-2-yl}-piperazine-1-carboxylic acid tert-butyl ester). Product: O=C1O[C@H](CN1C=1C=NC(=CC1)N1CCNCC1)CNC(C)=O (N-[(5S)-2-oxo-3-(6-piperazin-1-yl-pyridin-3-yl)-oxazolidin-5-ylmethyl]-acetamide). Starting materials: OCCC=1C=C(C#N)C=CC1 (3-(2-hydroxy-ethyl)-benzonitrile), [OH-].[Na+] (NaOH), BrCC(=O)OC(C)(C)C (tert-butyl bromoacetate). The reagents and catalysts are S(=O)(=O)(O)[O-].C(CCC)[N+](CCCC)(CCCC)CCCC (tetrabutylammonium hydrogen sulfate). Run in C1(=CC=CC=C1)C (toluene). Product: C(#N)C=1C=C(C=CC1)CCOCC(=O)OC(C)(C)C (tert-butyl [2-(3-cyanophenyl)ethoxy]acetate). The yield is 80.0%. Reaction SMILES: [OH:1][CH2:2][CH2:3][C:4]1[CH:5]=[C:6]([CH:9]=[CH:10][CH:11]=1)[C:7]#[N:8].[OH-].[Na+].Br[CH2:15][C:16]([O:18][C:19]([CH3:22])([CH3:21])[CH3:20])=[O:17]>C1(C)C=CC=CC=1.S([O-])(O)(=O)=O.C([N+](CCCC)(CCCC)CCCC)CCC>[C:7]([C:6]1[CH:5]=[C:4]([CH2:3][CH2:2][O:1][CH2:15][C:16]([O:18][C:19]([CH3:22])([CH3:21])[CH3:20])=[O:17])[CH:11]=[CH:10][CH:9]=1)#[N:8] |f:1.2,5.6|. Procedure details: To a solution of 3-(2-hydroxy-ethyl)-benzonitrile (1 g; 6.79 mmol) in toluene (20 mL), was added tetrabutylammonium hydrogen sulfate (230.70 mg; 0.68 mmol; 0.10 eq.) and NaOH (20 mL; 5 M; 10 mmol) followed by the addition of tert-butyl bromoacetate (2 mL; 13.59 mmol). Reaction mixture was stirred at RT under vigorous stirring for 9 h. After this time, the aqueous phase was removed and the organic phase was diluted with EtOAc (50 mL), washed with water (50 mL) and brine (50 mL). The combined orga... Starting materials: C[Li] (Methyl lithium), CN1C=CC=2C(=CC=CC12)C(=O)O (1-methyl-1H-indole-4-carboxylic acid). Solvent: C1CCOC1 (THF). Yields the product CN1C=CC2=C(C=CC=C12)C(C)=O (1 -(1-Methyl-1H-indole-4-yl)ethanone). RXN SMILES: [CH3:1][Li].[CH3:3][N:4]1[C:12]2[CH:11]=[CH:10][CH:9]=[C:8]([C:13]([OH:15])=O)[C:7]=2[CH:6]=[CH:5]1>C1COCC1>[CH3:3][N:4]1[C:12]2[C:7](=[C:8]([C:13](=[O:15])[CH3:1])[CH:9]=[CH:10][CH:11]=2)[CH:6]=[CH:5]1. Procedure details: Methyl lithium (1.59M solution in ether; 13.8 ml) was added dropwise to a stirred cold (-65° to -55°) solution of 1-methyl-1H-indole-4-carboxylic acid (1.75 g) in dry THF (50 ml) under nitrogen and stirring was continued while the mixture warmed to 0° over 2 h. The reaction was then quenched with saturated ammonium chloride solution (50 ml) and the layers were separated. The aqueous layer was further extracted with dichloromethane (2×50 ml) and the combined organic layers were washed with brine ... The reactants are CC(=O)Oc1ccc(-c2[nH]c3ccc(Cl)cc3c2-c2ccc(S(C)(=O)=O)cc2)cc1, C1CCOC1, CCO, [Na+], [OH-]. The product is CS(=O)(=O)c1ccc(-c2c(-c3ccc(O)cc3)[nH]c3ccc(Cl)cc23)cc1. Reaction SMILES: [C:1](=[O:2])([CH3:3])[O:4][c:5]1[cH:6][cH:7][c:8](-[c:11]2[nH:12][c:13]3[cH:14][cH:15][c:16]([Cl:30])[cH:17][c:18]3[c:19]2-[c:20]2[cH:21][cH:22][c:23]([S:26](=[O:27])(=[O:28])[CH3:29])[cH:24][cH:25]2)[cH:9][cH:10]1.[CH2:33]1[O:34][CH2:35][CH2:36][CH2:37]1.[CH3:38][CH2:39][OH:40].[Na+:32].[OH-:31]>>[OH:4][c:5]1[cH:6][cH:7][c:8](-[c:11]2[nH:12][c:13]3[cH:14][cH:15][c:16]([Cl:30])[cH:17][c:18]3[c:19]2-[c:20]2[cH:21][cH:22][c:23]([S:26](=[O:27])(=[O:28])[CH3:29])[cH:24][cH:25]2)[cH:9][cH:10]1. Starting materials: acid chloride, ClC1=C(C=CC(=C1)C(F)(F)F)NC(C(=O)O)C(C)C (2-(2-chloro-4-trifluoromethylphenylamino)-3-methylbutanoic acid), FC1=CC=C(OC2=CC=CC(=N2)CO)C=C1 ([6-(4-fluorophenoxy)-2-pyridyl]methanol). Product: ClC1=C(C=CC(=C1)C(F)(F)F)NC(C(=O)OCC1=NC(=CC=C1)OC1=CC=C(C=C1)F)C(C)C ([6-(4-fluorophenoxy)-2-pyridyl]methyl 2-(2-chloro-4-trifluoromethylphenylamino)-3-methylbutanoate). As a reaction SMILES: [Cl:1][C:2]1[CH:7]=[C:6]([C:8]([F:11])([F:10])[F:9])[CH:5]=[CH:4][C:3]=1[NH:12][CH:13]([CH:17]([CH3:19])[CH3:18])[C:14]([OH:16])=[O:15].[F:20][C:21]1[CH:35]=[CH:34][C:24]([O:25][C:26]2[N:31]=[C:30]([CH2:32]O)[CH:29]=[CH:28][CH:27]=2)=[CH:23][CH:22]=1>>[Cl:1][C:2]1[CH:7]=[C:6]([C:8]([F:11])([F:10])[F:9])[CH:5]=[CH:4][C:3]=1[NH:12][CH:13]([CH:17]([CH3:19])[CH3:18])[C:14]([O:16][CH2:32][C:30]1[CH:29]=[CH:28][CH:27]=[C:26]([O:25][C:24]2[CH:34]=[CH:35][C:21]([F:20])=[CH:22][CH:23]=2)[N:31]=1)=[O:15]. Reported procedure: The acid chloride of 2-(2-chloro-4-trifluoromethylphenylamino)-3-methylbutanoic acid is reacted with [6-(4-fluorophenoxy)-2-pyridyl]methanol using the procedure of Example 1 to give [6-(4-fluorophenoxy)-2-pyridyl]methyl 2-(2-chloro-4-trifluoromethylphenylamino)-3-methylbutanoate. The reactants are CN1CCNCC1, O=C(O)c1cc(C2CCCN2c2cccc(F)c2)c2oc(N3CCOCC3)cc(=O)c2c1. The product is CN1CCN(C(=O)c2cc(C3CCCN3c3cccc(F)c3)c3oc(N4CCOCC4)cc(=O)c3c2)CC1. As a reaction SMILES: [CH3:33][N:34]1[CH2:35][CH2:36][NH:37][CH2:38][CH2:39]1.[F:1][c:2]1[cH:3][c:4]([N:8]2[CH:9]([c:13]3[cH:14][c:15]([C:30](=[O:31])[OH:32])[cH:16][c:17]4[c:18](=[O:29])[cH:19][c:20]([N:23]5[CH2:24][CH2:25][O:26][CH2:27][CH2:28]5)[o:21][c:22]34)[CH2:10][CH2:11][CH2:12]2)[cH:5][cH:6][cH:7]1>>[F:1][c:2]1[cH:3][c:4]([N:8]2[CH:9]([c:13]3[cH:14][c:15]([C:30](=[O:31])[N:37]4[CH2:36][CH2:35][N:34]([CH3:33])[CH2:39][CH2:38]4)[cH:16][c:17]4[c:18](=[O:29])[cH:19][c:20]([N:23]5[CH2:24][CH2:25][O:26][CH2:27][CH2:28]5)[o:21][c:22]34)[CH2:10][CH2:11][CH2:12]2)[cH:5][cH:6][cH:7]1. The reactants are FC=1C(=NC=CC1)N1CCN(CC1)C(=O)OCC (1-(3-fluoro-2-pyridinyl)-4-carbethoxy piperazine), Cl (hydrochloric acid). Yields the product Cl.Cl.FC=1C(=NC=CC1)N1CCNCC1 (1-(3-fluoro-2-pyridinyl) piperazine dihydrochloride). As a reaction SMILES: [F:1][C:2]1[C:3]([N:8]2[CH2:13][CH2:12][N:11](C(OCC)=O)[CH2:10][CH2:9]2)=[N:4][CH:5]=[CH:6][CH:7]=1.[ClH:19]>>[ClH:19].[ClH:19].[F:1][C:2]1[C:3]([N:8]2[CH2:9][CH2:10][NH:11][CH2:12][CH2:13]2)=[N:4][CH:5]=[CH:6][CH:7]=1 |f:2.3.4|. Procedure: A solution of 1-(3-fluoro-2-pyridinyl)-4-carbethoxy piperazine (700 mg, 2.76 mmol) in 50 ml of 6N hydrochloric acid is stirred at reflux under N2 for 6 hours and then concentrated under reduced pressure. The residue is recrystallized from an ethanol-ethyl acetate mixture to give 1-(3-fluoro-2-pyridinyl) piperazine dihydrochloride. The reactants are CN(C)C1(c2ccccc2)CCC(CC(=O)N2CCC(c3c[nH]c4ccccc34)C2)CC1, CCC(C)=O, C[Si](C)(C)Cl. Yields the product CN(C)C1(c2ccccc2)CCC(CC(=O)N2CCC(c3c[nH]c4ccccc34)C2)CC1, Cl. RXN SMILES: [CH3:1][N:2]([C:3]1([c:26]2[cH:27][cH:28][cH:29][cH:30][cH:31]2)[CH2:4][CH2:5][CH:6]([CH2:9][C:10](=[O:11])[N:12]2[CH2:13][CH:14]([c:17]3[cH:18][nH:19][c:20]4[cH:21][cH:22][cH:23][cH:24][c:25]34)[CH2:15][CH2:16]2)[CH2:7][CH2:8]1)[CH3:32].[CH3:38][C:39]([CH2:40][CH3:41])=[O:42].[Cl:33][Si:34]([CH3:35])([CH3:36])[CH3:37]>>[CH3:1][N:2]([C:3]1([c:26]2[cH:27][cH:28][cH:29][cH:30][cH:31]2)[CH2:4][CH2:5][CH:6]([CH2:9][C:10](=[O:11])[N:12]2[CH2:13][CH:14]([c:17]3[cH:18][nH:19][c:20]4[cH:21][cH:22][cH:23][cH:24][c:25]34)[CH2:15][CH2:16]2)[CH2:7][CH2:8]1)[CH3:32].[ClH:33].